This data is from the Open Reaction Database (ORD), a public repository of structured organic reaction records. The task is: describe an organic reaction: reactants, conditions, products, and yield RXN SMILES: [C:1]([Br:2])([Br:3])([Br:4])[Br:5].[C:6]([NH2:7])(=[O:8])[c:9]1[n:10][cH:11][cH:12][c:13]([CH2:15][OH:16])[cH:14]1.[CH2:17]([Cl:18])[Cl:19]>>[CH2:1]([Br:5])[c:13]1[cH:12][cH:11][n:10][c:9]([C:6]([NH2:7])=[O:8])[cH:14]1. Starting materials: BrC(Br)(Br)Br, NC(=O)c1cc(CO)ccn1, ClCCl. Yields the product NC(=O)c1cc(CBr)ccn1. Reactants: O=C([O-])[O-], C=O, CCOC(=O)C(=O)C(C#N)c1ccc(Br)cc1, [Na+], [Na+], O. The product is N#CC(CO)c1ccc(Br)cc1. RXN SMILES: [C:20](=[O:21])([O-:22])[O-:23].[CH2:18]=[O:19].[CH2:1]([O:2][C:3](=[O:4])[C:5]([CH:6]([c:7]1[cH:8][cH:9][c:10]([Br:13])[cH:11][cH:12]1)[C:14]#[N:15])=[O:16])[CH3:17].[Na+:24].[Na+:25].[OH2:26]>>[CH2:5]([CH:6]([c:7]1[cH:8][cH:9][c:10]([Br:13])[cH:11][cH:12]1)[C:14]#[N:15])[OH:16]. Reactants: COC(=O)CBr, COc1c(C)c(Cc2ccc(O)c(C(=O)N3CCCCC3)c2)c(OC)c(OC)c1OC, CC(C)=O, [Na+], [Na+], O=C([O-])[O-]. Product: COC(=O)COc1ccc(Cc2c(C)c(OC)c(OC)c(OC)c2OC)cc1C(=O)N1CCCCC1. As a reaction SMILES: [Br:38][CH2:39][C:40](=[O:41])[O:42][CH3:43].[CH3:1][O:2][c:3]1[c:4]([CH3:31])[c:5]([CH2:6][c:7]2[cH:8][cH:9][c:10]([OH:21])[c:11]([C:12](=[O:13])[N:14]3[CH2:15][CH2:16][CH2:17][CH2:18][CH2:19]3)[cH:20]2)[c:22]([O:29][CH3:30])[c:23]([O:27][CH3:28])[c:24]1[O:25][CH3:26].[CH3:44][C:45](=[O:46])[CH3:47].[Na+:32].[Na+:33].[O-:34][C:35](=[O:36])[O-:37]>>[CH3:1][O:2][c:3]1[c:4]([CH3:31])[c:5]([CH2:6][c:7]2[cH:8][cH:9][c:10]([O:21][CH2:39][C:40](=[O:41])[O:42][CH3:43])[c:11]([C:12](=[O:13])[N:14]3[CH2:15][CH2:16][CH2:17][CH2:18][CH2:19]3)[cH:20]2)[c:22]([O:29][CH3:30])[c:23]([O:27][CH3:28])[c:24]1[O:25][CH3:26]. The reactants are CC=1C(=C(C2=CC=C(C=C2C1)OC)OCOC)C1=CC=C(C=C1)OC (3-Methyl-6-(methyloxy)-1-{[(methyloxy)methyl]oxy}-2-[4-(methyloxy)phenyl]naphthalene), Cl (HCl). Solvent: O1CCOCC1 (dioxane). The product is CC=1C(=C(C2=CC=C(C=C2C1)OC)O)C1=CC=C(C=C1)OC (3-Methyl-6-(methyloxy)-2-[4-(methyloxy)phenyl]-1-naphthalenol). The yield is 84.2%. RXN SMILES: [CH3:1][C:2]1[C:3]([C:18]2[CH:23]=[CH:22][C:21]([O:24][CH3:25])=[CH:20][CH:19]=2)=[C:4]([O:14]COC)[C:5]2[C:10]([CH:11]=1)=[CH:9][C:8]([O:12][CH3:13])=[CH:7][CH:6]=2.Cl>O1CCOCC1>[CH3:1][C:2]1[C:3]([C:18]2[CH:23]=[CH:22][C:21]([O:24][CH3:25])=[CH:20][CH:19]=2)=[C:4]([OH:14])[C:5]2[C:10]([CH:11]=1)=[CH:9][C:8]([O:12][CH3:13])=[CH:7][CH:6]=2. Reported procedure: As described for Example 2 (Step 5), treatment of 3-Methyl-6-(methyloxy)-1-{[(methyloxy)methyl]oxy}-2-[4-(methyloxy)phenyl]naphthalene (44) (0.41 g, 1.21 mmol) with 4 M HCl in dioxane at room temperature yielded 0.30 g (89%) of the title compound (45) as a light yellow solid. 1H NMR (400 MHz, CDCl3): δ 2.16 (s, 3H), 3.88 (s, 3H), 3.92 (s, 3H), 5.23 (s, 1H), 7.02-7.10 (m, 4H), 7.20 (s, 1H), 7.26 (d, J=8.6 Hz, 2H), 8.07 (d, J=9.2 Hz, 1H). LCMS (APCI): m/z 295 (M+H)+, m/z 291 (M−H)−. The reactants are ClCCl, N, O, O=C(O)C(F)(F)F, CC(C)(C)OC(=O)N1CCN(c2cccc3ccoc23)CC1. RXN SMILES: [Cl:32][CH2:33][Cl:34].[NH3:31].[OH2:30].[OH:1][C:2]([C:3]([F:4])([F:5])[F:6])=[O:7].[o:8]1[c:9]2[c:10]([cH:11][cH:12]1)[cH:13][cH:14][cH:15][c:16]2[N:17]1[CH2:18][CH2:19][N:20]([C:23]([O:24][C:25]([CH3:26])([CH3:27])[CH3:28])=[O:29])[CH2:21][CH2:22]1>>[o:8]1[c:9]2[c:10]([cH:11][cH:12]1)[cH:13][cH:14][cH:15][c:16]2[N:17]1[CH2:18][CH2:19][NH:20][CH2:21][CH2:22]1. The product is c1cc(N2CCNCC2)c2occc2c1. Starting materials: C(=O)[O-].[NH4+] (ammonium formate), C(=O)[O-].[NH4+] (ammonium formate), FC1=C(CN2C(=CC3=CC(=CC=C23)[N+](=O)[O-])C(=O)NC2=CC=C(C=C2)F)C=CC(=C1)F (1-(2,4-Difluorobenzyl)-N-(4-fluorophenyl)-5-nitro-1H-indole-2-carboxamide). The reagents and catalysts are [Pd] (palladium on activated carbon), [Pd] (palladium). The solvent is C(C)O (ethanol), C(C)(=O)OCC (ethyl acetate). The product is NC=1C=C2C=C(N(C2=CC1)CC1=C(C=C(C=C1)F)F)C(=O)NC1=CC=C(C=C1)F (5-Amino-1-(2,4-difluorobenzyl)-N-(4-fluorophenyl)-1H-indole-2-carboxamide). Reaction SMILES: [F:1][C:2]1[CH:30]=[C:29]([F:31])[CH:28]=[CH:27][C:3]=1[CH2:4][N:5]1[C:13]2[C:8](=[CH:9][C:10]([N+:14]([O-])=O)=[CH:11][CH:12]=2)[CH:7]=[C:6]1[C:17]([NH:19][C:20]1[CH:25]=[CH:24][C:23]([F:26])=[CH:22][CH:21]=1)=[O:18].C([O-])=O.[NH4+]>C(OCC)(=O)C.C(O)C.[Pd]>[NH2:14][C:10]1[CH:9]=[C:8]2[C:13](=[CH:12][CH:11]=1)[N:5]([CH2:4][C:3]1[CH:27]=[CH:28][C:29]([F:31])=[CH:30][C:2]=1[F:1])[C:6]([C:17]([NH:19][C:20]1[CH:25]=[CH:24][C:23]([F:26])=[CH:22][CH:21]=1)=[O:18])=[CH:7]2 |f:1.2|. Procedure: 485 mg (1.14 mmol) of 1-(2,4-difluorobenzyl)-N-(4-fluorophenyl)-5-nitro-1H-indole-2-carboxamide from Example XXIV are initially charged in ethyl acetate and ethanol. 287 mg (4.56 mmol) of ammonium formate and 49 mg of palladium on activated carbon (10%) are added. The mixture is heated to reflux, and at 50° C. gas evolves. To bring the reaction to completion, the same amounts of ammonium formate and palladium as above are added. After a further 3 hours at reflux, the mixture is cooled and filter... Starting materials: CC(C)OCCOCc1cccc(CBr)n1, Cc1ccc(-c2nc(N)nc3nn[nH]c23)o1. Yields the product Cc1ccc(-c2nc(N)nc3c2nnn3Cc2cccc(COCCOC(C)C)n2)o1. RXN SMILES: [Br:17][CH2:18][c:19]1[n:20][c:21]([CH2:25][O:26][CH2:27][CH2:28][O:29][CH:30]([CH3:31])[CH3:32])[cH:22][cH:23][cH:24]1.[CH3:1][c:2]1[cH:3][cH:4][c:5](-[c:7]2[c:8]3[c:9]([n:10][c:11]([NH2:13])[n:12]2)[n:14][n:15][nH:16]3)[o:6]1>>[CH3:1][c:2]1[cH:3][cH:4][c:5](-[c:7]2[c:8]3[c:9]([n:10][c:11]([NH2:13])[n:12]2)[n:14]([CH2:18][c:19]2[n:20][c:21]([CH2:25][O:26][CH2:27][CH2:28][O:29][CH:30]([CH3:31])[CH3:32])[cH:22][cH:23][cH:24]2)[n:15][n:16]3)[o:6]1. The reactants are BrCC1=C(C=C(C#N)C=C1)F (4-bromomethyl-3-fluoro-benzonitrile), CS(=O)(=O)C1=CC=C(CNC(=O)C2=CNC(=C(C2=O)C2=CC(=CC=C2)C(F)F)C)C=C1 (5-(3-Difluoromethyl-phenyl)-6-methyl-4-oxo-1,4-dihydro-pyridine-3-carboxylic acid 4-methanesulfonyl-benzylamide). Product: CS(=O)(=O)C1=CC=C(CNC(=O)C2=CN(C(=C(C2=O)C2=CC(=CC=C2)C(F)F)C)CC2=C(C=C(C=C2)C#N)F)C=C1 (1-(4-Cyano-2-fluoro-benzyl)-5-(3-difluoromethyl-phenyl)-6-methyl-4-oxo-1,4-dihydro-pyridine-3-carboxylic acid 4-methanesulfonyl-benzylamide). As a reaction SMILES: Br[CH2:2][C:3]1[CH:10]=[CH:9][C:6]([C:7]#[N:8])=[CH:5][C:4]=1[F:11].[CH3:12][S:13]([C:16]1[CH:42]=[CH:41][C:19]([CH2:20][NH:21][C:22]([C:24]2[C:29](=[O:30])[C:28]([C:31]3[CH:36]=[CH:35][CH:34]=[C:33]([CH:37]([F:39])[F:38])[CH:32]=3)=[C:27]([CH3:40])[NH:26][CH:25]=2)=[O:23])=[CH:18][CH:17]=1)(=[O:15])=[O:14]>>[CH3:12][S:13]([C:16]1[CH:17]=[CH:18][C:19]([CH2:20][NH:21][C:22]([C:24]2[C:29](=[O:30])[C:28]([C:31]3[CH:36]=[CH:35][CH:34]=[C:33]([CH:37]([F:38])[F:39])[CH:32]=3)=[C:27]([CH3:40])[N:26]([CH2:2][C:3]3[CH:10]=[CH:9][C:6]([C:7]#[N:8])=[CH:5][C:4]=3[F:11])[CH:25]=2)=[O:23])=[CH:41][CH:42]=1)(=[O:15])=[O:14]. Procedure details: Example 41 is prepared as described for example 2.1, substituting benzyl bromide with 4-bromomethyl-3-fluoro-benzonitrile and substituting preparation 5 with preparation 39a. ESI mass spectrum: [M+H]+=580; Retention time HPLC: 1.02 min (Z018_S04). The reactants are C(C)OC(C(C1=CC=C(C=C1)O)=O)=O (4-hydroxy-alpha-oxobenzeneacetic acid ethyl ester), [H-].[Na+] (sodium hydride), O(C1=CC=CC=C1)CCCCCCCCCCCCBr (12-phenoxydodecyl bromide). Run in CN(C)C=O (DMF), CN(C)C=O (DMF). Conditions: time 15 minute. The product is C(C)OC(C(C1=CC=C(C=C1)OCCCCCCCCCCCCOC1=CC=CC=C1)=O)=O (alpha-oxo-4-[(12-phenoxydodecyl)oxy]benzeneacetic acid ethyl ester). The yield is 83.0%. Reaction SMILES: [H-].[Na+].[CH2:3]([O:5][C:6](=[O:16])[C:7](=[O:15])[C:8]1[CH:13]=[CH:12][C:11]([OH:14])=[CH:10][CH:9]=1)[CH3:4].[O:17]([CH2:24][CH2:25][CH2:26][CH2:27][CH2:28][CH2:29][CH2:30][CH2:31][CH2:32][CH2:33][CH2:34][CH2:35]Br)[C:18]1[CH:23]=[CH:22][CH:21]=[CH:20][CH:19]=1>CN(C=O)C>[CH2:3]([O:5][C:6](=[O:16])[C:7](=[O:15])[C:8]1[CH:13]=[CH:12][C:11]([O:14][CH2:35][CH2:34][CH2:33][CH2:32][CH2:31][CH2:30][CH2:29][CH2:28][CH2:27][CH2:26][CH2:25][CH2:24][O:17][C:18]2[CH:19]=[CH:20][CH:21]=[CH:22][CH:23]=2)=[CH:10][CH:9]=1)[CH3:4] |f:0.1|. Reported procedure: To a suspension of 0.162 g (4.06 mmol) of 60% sodium hydride on oil in 10 ml of anhydrous DMF was added 0.75 g (3.87 mmol) of 4-hydroxy-alpha-oxobenzeneacetic acid ethyl ester. The reaction mixture was stirred at room temperature under argon for 15 minutes and then 1.4 g (4.06 mmol) of 12-phenoxydodecyl bromide in 20 ml of anhydrous DMF was added. The mixture was stirred and heated at 60° for 24 hours. The usual workup followed by chromatography on 45 g of silica gel gave alpha-oxo-4-[(12-phenox...